From a dataset of the Open Reaction Database (ORD), a public repository of structured organic reaction records. describe an organic reaction: reactants, conditions, products, and yield The reactants are COC1=C(C=C2CCCC(C2=C1)C#N)C (7-methoxy-6-methyl-1,2,3,4-tetrahydronaphthalenecarbonitrile), C(CN)N (ethylenediamine), C1(=CC=C(C=C1)S(=O)(=O)O)C (p-toluenesulfonic acid). Yields the product N1C(=NCC1)C1CCOC2=CC(=CC=C12)C (4-(2-Imidazolin-2-Yl)-7-Methylchromane). As a reaction SMILES: CO[C:3]1[CH:12]=[C:11]2[C:6](C[CH2:8][CH2:9][CH:10]2[C:13]#[N:14])=[CH:5][C:4]=1[CH3:15].[CH2:16]([NH2:19])[CH2:17]N.C1(C)C=CC(S(O)(=O)=[O:27])=CC=1>>[NH:19]1[CH2:16][CH2:17][N:14]=[C:13]1[CH:10]1[C:11]2[C:6](=[CH:5][C:4]([CH3:15])=[CH:3][CH:12]=2)[O:27][CH2:8][CH2:9]1. Procedure: This compound was prepared in a manner analogous to that of Step G of Example 1, by the reaction of 0.6 gram (0.003 mole) of 7-methylchromane-4-carbonitrile (iv) and 2 grams (0.008 mole) of the ethylenediamine salt of p-toluenesulfonic acid (prepared in Step F of Example 1). The reaction product was purified by column chromatography on Grade II basic alumina (3% water) using mixtures of methylene chloride and methanol as an eluant. The appropriate fractions of eluate were combined and concentrat... Reactants: C([O-])([O-])=O.[Cs+].[Cs+] (caesium carbonate), CI (methyl iodide), BrC=1N=C(N2C1C=CC=C2)C(=O)C=2C=C1C(N(C(NC1=CC2)=O)CC2=CC=C(C=C2)F)=O (6-[(1-bromoimidazo[1,5-a]pyridin-3-yl)carbonyl]-3-(4-fluorobenzyl)quinazoline-2,4(1H,3H)-dione). The solvent is CN(C)C=O (DMF). Run at time 18 hour. Product: BrC=1N=C(N2C1C=CC=C2)C(=O)C=2C=C1C(N(C(N(C1=CC2)C)=O)CC2=CC=C(C=C2)F)=O (6-[(1-Bromoimidazo[1,5-a]pyridin-3-yl)carbonyl]-3-(4-fluorobenzyl)-1-methylquinazoline-2,4(1H,3H)-dione). Isolated yield 96.8%. Reaction SMILES: [C:1](=O)([O-])[O-].[Cs+].[Cs+].CI.[Br:9][C:10]1[N:11]=[C:12]([C:19]([C:21]2[CH:22]=[C:23]3[C:28](=[CH:29][CH:30]=2)[NH:27][C:26](=[O:31])[N:25]([CH2:32][C:33]2[CH:38]=[CH:37][C:36]([F:39])=[CH:35][CH:34]=2)[C:24]3=[O:40])=[O:20])[N:13]2[CH:18]=[CH:17][CH:16]=[CH:15][C:14]=12>CN(C=O)C>[Br:9][C:10]1[N:11]=[C:12]([C:19]([C:21]2[CH:22]=[C:23]3[C:28](=[CH:29][CH:30]=2)[N:27]([CH3:1])[C:26](=[O:31])[N:25]([CH2:32][C:33]2[CH:34]=[CH:35][C:36]([F:39])=[CH:37][CH:38]=2)[C:24]3=[O:40])=[O:20])[N:13]2[CH:18]=[CH:17][CH:16]=[CH:15][C:14]=12 |f:0.1.2|. Procedure details: 1.87 g (5.7 mmol) of caesium carbonate and 0.39 ml (6.2 mmol) of methyl iodide are added, at ambient temperature under an inert atmosphere, to 2.6 g (5.17 mmol) of 6-[(1-bromoimidazo[1,5-a]pyridin-3-yl)carbonyl]-3-(4-fluorobenzyl)quinazoline-2,4(1H,3H)-dione in 50 ml of anhydrous DMF. The reaction medium is stirred for 18 hours at ambient temperature and then filtered. The precipitate is rinsed with water and then dried under reduced pressure at 50° C. overnight. 2.54 g of a yellow solid are obt... As a reaction SMILES: [Br:1][c:2]1[cH:3][c:4]([CH2:11][CH:12]([O:13][CH3:14])[O:15][CH3:16])[c:5]([N+:8]([O-:9])=[O:10])[cH:6][cH:7]1.[C:25](=[O:26])([OH:27])[O-:28].[CH3:30][CH2:31][OH:32].[Na+:23].[Na+:24].[Na+:29].[S:17]([S:18]([O-:19])=[O:20])([O-:21])=[O:22]>>[Br:1][c:2]1[cH:3][c:4]([CH2:11][CH:12]([O:13][CH3:14])[O:15][CH3:16])[c:5]([NH2:8])[cH:6][cH:7]1. Yields the product COC(Cc1cc(Br)ccc1N)OC. Starting materials: COC(Cc1cc(Br)ccc1[N+](=O)[O-])OC, O=C([O-])O, CCO, [Na+], [Na+], [Na+], O=S([O-])S(=O)[O-]. Starting materials: BrC(C(C(C)(C)C)C(NC)=O)=NO (1-bromo-3,3-dimethyl-2-methylcarbamyloximinobutane), N1CCCC1 (pyrrolidine). The solvent is CCOCC (ether). Run at time 1 hour. Yields the product CC(C(C(N1CCCC1)=NO)C(NC)=O)(C)C (3,3-Dimethyl-2-methylcarbamyloximino-1-(1-pyrrolidinyl)-butane). The yield is 97.5%. Reaction SMILES: Br[C:2](=[N:12][OH:13])[CH:3]([C:8](=[O:11])[NH:9][CH3:10])[C:4]([CH3:7])([CH3:6])[CH3:5].[NH:14]1[CH2:18][CH2:17][CH2:16][CH2:15]1>CCOCC>[CH3:5][C:4]([CH3:7])([CH3:6])[CH:3]([C:8](=[O:11])[NH:9][CH3:10])[C:2](=[N:12][OH:13])[N:14]1[CH2:18][CH2:17][CH2:16][CH2:15]1. Procedure: To a solution of 12.6 g of 1-bromo-3,3-dimethyl-2-methylcarbamyloximinobutane in 100 ml of anhydrous ether is added, dropwise, 7.8 g (0.11 mol) of pyrrolidine. The mixture is stirred at room temperature for 1 hour and at reflux for 0.5 hour, then cooled and washed with water. The ether solution is separated, dried, and stripped of solvent to give 11.8 g of amber oil which solidifies on standing to an amber solid, m. 43°-46° C. Properties of this and analogous compounds prepared by substantially ... The reactants are C(C)(=O)O (acetic acid), [Na] (sodium), OC(C(=O)OC)C(=C)C1=CC=C(C=C1)C1=CC=CC=C1 (methyl 2-hydroxy-3-(4-biphenylyl)-3-butenoate). Solvent: CO (methanol), CO (methanol). Yields the product CC(C(C(=O)OC)=O)C1=CC=C(C=C1)C1=CC=CC=C1 (methyl 3-methyl-3-(4-biphenylyl)-pyruvate). The yield is 61.3%. Reaction SMILES: [Na].[OH:2][CH:3]([C:8]([C:10]1[CH:15]=[CH:14][C:13]([C:16]2[CH:21]=[CH:20][CH:19]=[CH:18][CH:17]=2)=[CH:12][CH:11]=1)=[CH2:9])[C:4]([O:6][CH3:7])=[O:5].C(O)(=O)C>CO>[CH3:9][CH:8]([C:10]1[CH:11]=[CH:12][C:13]([C:16]2[CH:21]=[CH:20][CH:19]=[CH:18][CH:17]=2)=[CH:14][CH:15]=1)[C:3](=[O:2])[C:4]([O:6][CH3:7])=[O:5] |^1:0|. Procedure details: To a solution of 0.3 g of metallic sodium in 30 ml of anhydrous methanol was added a solution of 3.1 g of methyl 2-hydroxy-3-(4-biphenylyl)-3-butenoate in 10 ml of anhydrous methanol. The resulting mixture was refluxed for 30 minutes and then cooled, and thereto was added 3 ml of glacial acetic acid. The mixture was distilled at a low temperature and under reduced pressure to remove the methanol therefrom. To the residue were added ethyl acetate and water, thereby effecting ethyl acetate extract... Starting materials: IC (iodomethane), [H-].[Na+] (NaH), IC (iodomethane), C(C)(C)(C)OC(=O)N1CC(CCC1)(O)C=1N(C2=NC(=NC(=C2N1)N1CCOCC1)N1C(=NC2=C1C=CC=C2)CC)C (3-[2-(2-ethylbenzoimidazol-1-yl)-9-methyl-6-morpholin-4-yl-9H-purin-8-yl]-3-hydroxypiperidine-1-carboxylic acid tert-butyl ester), [H-].[Na+] (NaH). Reagents/catalysts: C1COCCOCCOCCOCCO1 (15-Crown-5). Solvent: C1CCOC1 (THF). Conditions: time 8 day. Product: C(C)(C)(C)OC(=O)N1CC(CCC1)(OC)C=1N(C2=NC(=NC(=C2N1)N1CCOCC1)N1C(=NC2=C1C=CC=C2)CC)C (3-[2-(2-Ethylbenzoimidazol-1-yl)-9-methyl-6-morpholin-4-yl-9H-purin-8-yl]-3-methoxypiperidine-1-carboxylic acid tert-butyl ester). As a reaction SMILES: [C:1]([O:5][C:6]([N:8]1[CH2:13][CH2:12][CH2:11][C:10]([C:15]2[N:16]([CH3:41])[C:17]3[C:22]([N:23]=2)=[C:21]([N:24]2[CH2:29][CH2:28][O:27][CH2:26][CH2:25]2)[N:20]=[C:19]([N:30]2[C:34]4[CH:35]=[CH:36][CH:37]=[CH:38][C:33]=4[N:32]=[C:31]2[CH2:39][CH3:40])[N:18]=3)([OH:14])[CH2:9]1)=[O:7])([CH3:4])([CH3:3])[CH3:2].[H-].[Na+].I[CH3:45]>C1COCC1.C1OCCOCCOCCOCCOC1>[C:1]([O:5][C:6]([N:8]1[CH2:13][CH2:12][CH2:11][C:10]([C:15]2[N:16]([CH3:41])[C:17]3[C:22]([N:23]=2)=[C:21]([N:24]2[CH2:25][CH2:26][O:27][CH2:28][CH2:29]2)[N:20]=[C:19]([N:30]2[C:34]4[CH:35]=[CH:36][CH:37]=[CH:38][C:33]=4[N:32]=[C:31]2[CH2:39][CH3:40])[N:18]=3)([O:14][CH3:45])[CH2:9]1)=[O:7])([CH3:4])([CH3:3])[CH3:2] |f:1.2|. Reported procedure: To a solution of 3-[2-(2-ethylbenzoimidazol-1-yl)-9-methyl-6-morpholin-4-yl-9H-purin-8-yl]-3-hydroxypiperidine-1-carboxylic acid tert-butyl ester (1.0 g, 1.78 mmol) in THF (20 mL) was added NaH (86 mg, 2.14 mmol, 60% dispersion in mineral oil) and the resulting mixture allowed to stir for 5 min before the addition of iodomethane (135 μL, 2.14 mmol) and 15-Crown-5 (4 drops). The resulting mixture was stirred for 3 h before further NaH (86 mg, 2.14 mmol) and iodomethane (135 μL, 2.14 mmol) were ad... Reactants: [H-].C(C(C)C)[Al+]CC(C)C (diisobutylaluminum hydride), S(=O)(=O)([O-])[O-].[Mg+2] (magnesium sulfate), C(C)OC(C)O[C@@H]1OC=C([C@@H]2[C@H]1[C@@H](CC2)C)C(=O)OC (Methyl (1S, 4aS, 7R, 7aR)-1-[1-(ethoxy)ethoxy]-1, 4a, 5, 6, 7, 7a-hexahydro-7-methylcyclopenta[c]pyran-4-carboxylate), [OH-].[Na+] (sodium hydroxide). Run in O1CCCC1 (tetrahydrofuran), CC(=O)C (acetone). Yields the product C(C)OC(C)O[C@@H]1OC=C([C@@H]2[C@H]1[C@@H](CC2)C)CO ((1S, 4aS, 7R, 7aR)-1-[1-(ethoxy)ethoxy]-1, 4a, 5, 6, 7, 7a-hexahydro-4-(hydroxymethyl)-7-methylcyclopenta[c]pyran). Isolated yield 77.3%. As a reaction SMILES: [CH2:1]([O:3][CH:4]([O:6][C@H:7]1[C@@H:12]2[C@H:13]([CH3:16])[CH2:14][CH2:15][C@@H:11]2[C:10]([C:17](OC)=[O:18])=[CH:9][O:8]1)[CH3:5])[CH3:2].[H-].C([Al+]CC(C)C)C(C)C.[OH-].[Na+].S([O-])([O-])(=O)=O.[Mg+2]>O1CCCC1.CC(C)=O>[CH2:1]([O:3][CH:4]([O:6][C@H:7]1[C@@H:12]2[C@H:13]([CH3:16])[CH2:14][CH2:15][C@@H:11]2[C:10]([CH2:17][OH:18])=[CH:9][O:8]1)[CH3:5])[CH3:2] |f:1.2,3.4,5.6|. Procedure: Methyl (1S, 4aS, 7R, 7aR)-1-[1-(ethoxy)ethoxy]-1, 4a, 5, 6, 7, 7a-hexahydro-7-methylcyclopenta[c]pyran-4-carboxylate (3.00 g, 0.011 mol) obtained in Example 24 was dissolved in 70 ml of anhydrous tetrahydrofuran, and while the reaction mixture was being cooled with ice and stirred, 14.8 ml of diisobutylaluminum hydride (1.5M toluene solution) was added dropwise. The reaction mixture was stirred at the same temperature for 2 hours, 1.6 ml of acetone was added dropwise and the reaction mixture was... Starting materials: COC(COC1=CC(=CC=C1)N)=O (3-aminophenoxyacetic acid methylester), C([O-])([O-])=O.[Na+].[Na+] (sodium carbonate). Run in C(C=C)Br (allyl bromide). Conditions: temperature 45 celsius, time 4.5 hour. The product is COC(COC1=CC(=CC=C1)N(CC=C)CC=C)=O (3-Diallylaminophenoxyacetic acid methylester). As a reaction SMILES: [CH3:1][O:2][C:3](=[O:13])[CH2:4][O:5][C:6]1[CH:11]=[CH:10][CH:9]=[C:8]([NH2:12])[CH:7]=1.C(=O)([O-])[O-].[Na+].[Na+]>C(Br)C=C>[CH3:1][O:2][C:3](=[O:13])[CH2:4][O:5][C:6]1[CH:11]=[CH:10][CH:9]=[C:8]([N:12]([CH2:10][CH:9]=[CH2:8])[CH2:11][CH:6]=[CH2:7])[CH:7]=1 |f:1.2.3|. Procedure: 22 g of 3-aminophenoxyacetic acid methylester are solved in 63 g allyl bromide. Subsequently, 10 g of sodium carbonate are added portionwise and the temperature is raised to 45° C. The reaction mixture is stirred at this temperature for 4.5 hours. The insoluble salt is filtered off and washed with 70 g of ethyl acetate. The combined filtrates are kept at 5° C. for 12 h. After the extraction with water, the organic phase is dried with sodium sulfate and the solvent is removed in vacuum (60° C., 2... The reactants are CN(C(=O)C=1OC(=CC1)Br)OC (N-methyl-N-methoxy-5-bromofuran-2-carboxamide), B(OC1=CC=C(C=C1)C)([O-])[O-] (4-methylphenyl borate), C([O-])([O-])=O.[K+].[K+] (potassium carbonate). The reagents and catalysts are C=1C=CC(=CC1)[P](C=2C=CC=CC2)(C=3C=CC=CC3)[Pd]([P](C=4C=CC=CC4)(C=5C=CC=CC5)C=6C=CC=CC6)([P](C=7C=CC=CC7)(C=8C=CC=CC8)C=9C=CC=CC9)[P](C=1C=CC=CC1)(C=1C=CC=CC1)C=1C=CC=CC1 (tetrakistriphenylphosphinepalladium). The solvent is C=1(C(=CC=CC1)CCO)C.O (toluene-ethanol water). The product is CN(C(=O)C=1OC(=CC1)C1=CC=C(C=C1)C)OC (N-methyl-N-methoxy-5-(4-methylphenyl)furan-2-carboxamide). Isolated yield 91.3%. As a reaction SMILES: [CH3:1][N:2]([O:11][CH3:12])[C:3]([C:5]1[O:6][C:7](Br)=[CH:8][CH:9]=1)=[O:4].B([O-])([O-])O[C:15]1[CH:20]=[CH:19][C:18]([CH3:21])=[CH:17][CH:16]=1.C(=O)([O-])[O-].[K+].[K+]>C1(C)C(CCO)=CC=CC=1.O.C1C=CC([P]([Pd]([P](C2C=CC=CC=2)(C2C=CC=CC=2)C2C=CC=CC=2)([P](C2C=CC=CC=2)(C2C=CC=CC=2)C2C=CC=CC=2)[P](C2C=CC=CC=2)(C2C=CC=CC=2)C2C=CC=CC=2)(C2C=CC=CC=2)C2C=CC=CC=2)=CC=1>[CH3:1][N:2]([O:11][CH3:12])[C:3]([C:5]1[O:6][C:7]([C:15]2[CH:20]=[CH:19][C:18]([CH3:21])=[CH:17][CH:16]=2)=[CH:8][CH:9]=1)=[O:4] |f:2.3.4,5.6,^1:44,46,65,84|. Reported procedure: Under argon atmosphere, a solution of N-methyl-N-methoxy-5-bromofuran-2-carboxamide (2.77 g), 4-methylphenyl borate (1.93 g) and potassium carbonate (3.27 g) in toluene-ethanol-water (110-11-11 ml) was stirred at room temperature for 1 hour. To the reaction mixture was added tetrakistriphenylphosphinepalladium (0.41 g), and the mixture was refluxed for 20 hours and cooled to room temperature. The organic layer was washed with saturated sodium chloride solution, dried with magnesium sulfate and c... The reactants are FC=1C=C(C=CC1)N1C(N=C([C@@]12C[C@@H](N(CC2)CC2=CC(=CC=C2)I)C)NC)=O ((5R,7S)-1-(3-fluorophenyl)-8-(3-iodobenzyl)-7-methyl-4-(methylamino)-1,3,8-triazaspiro[4.5]dec-3-en-2-one), PdCl2dppf, C1(=C(C=CC=C1)B(O)O)C (2-tolylboronic acid), C(=O)([O-])[O-].[K+].[K+] (K2CO3), Cl (HCl). Conditions: temperature 120 celsius. The product is [Cl-].[Cl-].FC=1C=C(C=CC1)N1C(N=C([C@@]12C[C@@H]([NH+](CC2)CC=2C=C(C=CC2)C2=C(C=CC=C2)C)C)[NH2+]C)=O ((5R,7S)-1-(3-fluorophenyl)-7-methyl-4-(methylammonio)-8-[(2′-methylbiphenyl-3-yl)methyl]-2-oxo-1,3-diaza-8-azoniaspiro[4.5]dec-3-ene dichloride). As a reaction SMILES: [F:1][C:2]1[CH:3]=[C:4]([N:8]2[C@@:12]3([CH2:17][CH2:16][N:15]([CH2:18][C:19]4[CH:24]=[CH:23][CH:22]=[C:21](I)[CH:20]=4)[C@@H:14]([CH3:26])[CH2:13]3)[C:11]([NH:27][CH3:28])=[N:10][C:9]2=[O:29])[CH:5]=[CH:6][CH:7]=1.[C:30]1([CH3:39])[CH:35]=[CH:34][CH:33]=[CH:32][C:31]=1B(O)O.C([O-])([O-])=O.[K+].[K+].[ClH:46]>>[Cl-:46].[Cl-:46].[F:1][C:2]1[CH:3]=[C:4]([N:8]2[C@@:12]3([CH2:17][CH2:16][NH+:15]([CH2:18][C:19]4[CH:20]=[C:21]([C:31]5[CH:32]=[CH:33][CH:34]=[CH:35][C:30]=5[CH3:39])[CH:22]=[CH:23][CH:24]=4)[C@@H:14]([CH3:26])[CH2:13]3)[C:11]([NH2+:27][CH3:28])=[N:10][C:9]2=[O:29])[CH:5]=[CH:6][CH:7]=1 |f:2.3.4,6.7.8|. Procedure: A Biotage microwave vial was charged with intermediate (5R,7S)-1-(3-fluorophenyl)-8-(3-iodobenzyl)-7-methyl-4-(methylamino)-1,3,8-triazaspiro[4.5]dec-3-en-2-one (60 mg, 0.118 mmol) from step 3 above, PdCl2dppf (4.3 mg, 0.01 mmol) and 2-tolylboronic acid (21 mg, 0.15 mmol). The vial was sealed and put under a nitrogen atmosphere. To the solids was added aqueous 1.5M K2CO3 (0.24 mL, 0.35 mmol) and degassed THF (0.7 mL). The mixture was briefly vortexed and heated in an Optimizer microwave for 5 mi...